This data is from the Open Reaction Database (ORD), a public repository of structured organic reaction records. The task is: describe an organic reaction: reactants, conditions, products, and yield Starting materials: C(C)(=O)OC[C@@]1(CCN2C(O1)=NC(=C2)[N+](=O)[O-])C ([(7S)-7-methyl-2-nitro-6,7-dihydro-5H-imidazo[2,1-b][1,3]oxazin-7-yl]methyl acetate), C(=O)([O-])[O-].[K+].[K+] (K2CO3). The solvent is CO.O (MeOH water). Product: C[C@]1(CCN2C(O1)=NC(=C2)[N+](=O)[O-])CO ([(7S)-7-methyl-2-nitro-6,7-dihydro-5H-imidazo[2,1-b][1,3]oxazin-7-yl]methanol). Yield: 96.3%. As a reaction SMILES: C([O:4][CH2:5][C@@:6]1([CH3:18])[O:11][C:10]2=[N:12][C:13]([N+:15]([O-:17])=[O:16])=[CH:14][N:9]2[CH2:8][CH2:7]1)(=O)C.C([O-])([O-])=O.[K+].[K+]>CO.O>[CH3:18][C@:6]1([CH2:5][OH:4])[O:11][C:10]2=[N:12][C:13]([N+:15]([O-:17])=[O:16])=[CH:14][N:9]2[CH2:8][CH2:7]1 |f:1.2.3,4.5|. Procedure: Hydrolysis of (S)-acetate 161 (426 mg, 1.67 mmol) with K2CO3 in MeOH/water as in Example 2EEE above, followed by chromatography of the product on silica gel, eluting with 0-1% MeOH/CH2Cl2 (forerun), and then with 1-2.5% MeOH/CH2Cl2, gave [(7S)-7-methyl-2-nitro-6,7-dihydro-5H-imidazo[2,1-b][1,3]oxazin-7-yl]methanol (162) (343 mg, 96%) as a pale yellow solid that was used directly in the next step; 1H NMR [(CD3)2SO] δ 8.03 (s, 1H), 5.22 (br t, J=5.7 Hz, 1H), 4.13 (dt, J=13.0, 6.0 Hz, 1H), 4.05 (dd... Reactants: [Al+3], CCCc1cc2c(C(F)(F)F)noc2c(CCC)c1OC(C)(C)C(=O)OC, Cc1ccccc1, [Cl-], [Cl-], [Cl-], [Cl-], [NH4+]. The product is CCCc1cc2c(C(F)(F)F)noc2c(CCC)c1OC(C)(C)C(N)=O. RXN SMILES: [Al+3:4].[CH2:7]([CH2:8][CH3:9])[c:10]1[c:11]([O:26][C:27]([C:28](=[O:29])[O:30][CH3:31])([CH3:32])[CH3:33])[c:12]([CH2:23][CH2:24][CH3:25])[c:13]2[c:14]([c:15]([C:18]([F:19])([F:20])[F:21])[n:16][o:17]2)[cH:22]1.[CH3:34][c:35]1[cH:36][cH:37][cH:38][cH:39][cH:40]1.[Cl-:1].[Cl-:3].[Cl-:5].[Cl-:6].[NH4+:2]>>[NH2:2][C:28]([C:27]([O:26][c:11]1[c:10]([CH2:7][CH2:8][CH3:9])[cH:22][c:14]2[c:13]([c:12]1[CH2:23][CH2:24][CH3:25])[o:17][n:16][c:15]2[C:18]([F:19])([F:20])[F:21])([CH3:32])[CH3:33])=[O:29].